Dataset: the Open Reaction Database (ORD), a public repository of structured organic reaction records. Task: describe an organic reaction: reactants, conditions, products, and yield The reactants are OC1=CC=C(C=O)C=C1 (4-hydroxybenzaldehyde), SC1=C(C=CC=C1)CO ((2-mercaptophenyl)methanol), Cl (hydrogen chloride). The solvent is ClCCl (dichloromethane). Yields the product S1C(OCC2=C1C=CC=C2)C2=CC=C(C=C2)O (4-(4H-benzo[d][1,3]oxathiin-2-yl)phenol). RXN SMILES: [OH:1][C:2]1[CH:9]=[CH:8][C:5]([CH:6]=[O:7])=[CH:4][CH:3]=1.[SH:10][C:11]1[CH:16]=[CH:15][CH:14]=[CH:13][C:12]=1[CH2:17]O.Cl>ClCCl>[S:10]1[C:11]2[CH:16]=[CH:15][CH:14]=[CH:13][C:12]=2[CH2:17][O:7][CH:6]1[C:5]1[CH:8]=[CH:9][C:2]([OH:1])=[CH:3][CH:4]=1. Procedure details: Following the same procedure as outlined in Example 1 step b), 4-hydroxybenzaldehyde (0.73 g, 5.95 mmol) and (2-mercaptophenyl)methanol (1 g, 7.14 mmol) in dichloromethane (30 ml) were treated with hydrogen chloride gas. After workup and chromatography, as in example 1 step b), the subtitle compound was obtained (0.91 g, 63%) as a white solid. 1H NMR (300 MHz, CDCl3, ppm) δ 5.04 (d, J=15 Hz, 1H); 5.10 (d, J=15 Hz, 1H); 5.19 (s, 1H); 6.02 (s, 1H); 6.76-6.81 (m, 2H); 6.96-7.03 (m, 1H); 7.04-7.19 (... The reactants are BrC1=CC=C(C=C1)C(O)C1CN(CC1)C ((4-bromo-phenyl)-(1-methyl-pyrrolidin-3-yl)-methanol), CCN(CC)S(F)(F)F (DAST). The solvent is C(Cl)Cl (CH2Cl2), C(Cl)Cl (CH2Cl2). Reaction conditions: time 8 hour. The product is BrC1=CC=C(C=C1)C(C1CN(CC1)C)F ((±)-3-[(4-Bromo-phenyl)-fluoro-methyl]-1-methyl-pyrrolidine). Yield: 35.0%. Reaction SMILES: [Br:1][C:2]1[CH:7]=[CH:6][C:5]([CH:8]([CH:10]2[CH2:14][CH2:13][N:12]([CH3:15])[CH2:11]2)O)=[CH:4][CH:3]=1.CCN(S(F)(F)[F:22])CC>C(Cl)Cl>[Br:1][C:2]1[CH:7]=[CH:6][C:5]([CH:8]([F:22])[CH:10]2[CH2:14][CH2:13][N:12]([CH3:15])[CH2:11]2)=[CH:4][CH:3]=1. Reported procedure: Cool a solution of (4-bromo-phenyl)-(1-methyl-pyrrolidin-3-yl)-methanol in CH2Cl2 (6.5 mL) to 0° C. Add slowly a solution of DAST (0.1 mL, 0.78 mmol) in CH2Cl2. Stir the mixture at RT overnight. Cool the mixture to 0° C., then carefully quench with saturated NaHCO3 (exothermic and gas evolution). Extract the aqueous layer with CH2Cl2. Dry the combined organic phases with Na2SO4, filter, and concentrate. Purify the crude material by flash chromatography, collecting all the fractions as the produc... The reactants are C1(CCCC1)S(=O)(=O)N (cyclopentanesulfonamide), Cl (HCl), [OH-].[Na+] (sodium hydroxide), ClC=1C=C(C=CC1Cl)N=C=O (3,4-dichlorophenyl isocyanate). The solvent is CC(=O)C (acetone), CC(=O)C (acetone), O (water). Reaction conditions: time 2 hour. The product is ClC=1C=C(C=CC1Cl)NC(=O)NS(=O)(=O)C1CCCC1 (N-(3,4-dichlorophenyl)-N'-cyclopentanesulfonylurea). The yield is 85.2%. RXN SMILES: [CH:1]1([S:6]([NH2:9])(=[O:8])=[O:7])[CH2:5][CH2:4][CH2:3][CH2:2]1.[OH-].[Na+].[Cl:12][C:13]1[CH:14]=[C:15]([N:20]=[C:21]=[O:22])[CH:16]=[CH:17][C:18]=1[Cl:19].Cl>CC(C)=O.O>[Cl:12][C:13]1[CH:14]=[C:15]([NH:20][C:21]([NH:9][S:6]([CH:1]2[CH2:5][CH2:4][CH2:3][CH2:2]2)(=[O:8])=[O:7])=[O:22])[CH:16]=[CH:17][C:18]=1[Cl:19] |f:1.2|. Procedure details: The general method of procedure A was followed with cyclopentanesulfonamide (3 g), acetone (200 ml), 1N sodium hydroxide (20 ml), and 3,4-dichlorophenyl isocyanate (3.6 g) dissolved in acetone (50 ml). After two hours, 1N HCl (20 ml) was added and the resulting solid diluted with water and collected. After drying at 5° C., 5.5 g of solid product were obtained. Starting materials: [BH4-], C=O, CCO, Cc1ccc(N)c(C(=O)N(CCc2ccc(Cl)cc2)Cc2ccc(C3CCC3)cc2)n1, [Na+]. Yields the product CNc1ccc(C)nc1C(=O)N(CCc1ccc(Cl)cc1)Cc1ccc(C2CCC2)cc1. Reaction SMILES: [BH4-:34].[CH2:32]=[O:33].[CH3:36][CH2:37][OH:38].[Cl:1][c:2]1[cH:3][cH:4][c:5]([CH2:8][CH2:9][N:10]([C:11](=[O:12])[c:13]2[n:14][c:15]([CH3:20])[cH:16][cH:17][c:18]2[NH2:19])[CH2:21][c:22]2[cH:23][cH:24][c:25]([CH:28]3[CH2:29][CH2:30][CH2:31]3)[cH:26][cH:27]2)[cH:6][cH:7]1.[Na+:35]>>[Cl:1][c:2]1[cH:3][cH:4][c:5]([CH2:8][CH2:9][N:10]([C:11](=[O:12])[c:13]2[n:14][c:15]([CH3:20])[cH:16][cH:17][c:18]2[NH:19][CH3:32])[CH2:21][c:22]2[cH:23][cH:24][c:25]([CH:28]3[CH2:29][CH2:30][CH2:31]3)[cH:26][cH:27]2)[cH:6][cH:7]1. The reactants are N#CCBr, CN(C)C=O, O=C(c1ccc2[nH]c(C(=O)N3CCC(F)(F)CC3)cc2c1)N1CCN(C2CCCC2)CC1, [H-], [Na+]. Yields the product N#CCn1c(C(=O)N2CCC(F)(F)CC2)cc2cc(C(=O)N3CCN(C4CCCC4)CC3)ccc21. As a reaction SMILES: [Br:35][CH2:36][C:37]#[N:38].[CH3:39][N:40]([CH3:41])[CH:42]=[O:43].[CH:1]1([N:6]2[CH2:7][CH2:8][N:9]([C:12](=[O:13])[c:14]3[cH:15][c:16]4[cH:17][c:18]([C:23](=[O:24])[N:25]5[CH2:26][CH2:27][C:28]([F:31])([F:32])[CH2:29][CH2:30]5)[nH:19][c:20]4[cH:21][cH:22]3)[CH2:10][CH2:11]2)[CH2:2][CH2:3][CH2:4][CH2:5]1.[H-:33].[Na+:34]>>[CH:1]1([N:6]2[CH2:7][CH2:8][N:9]([C:12](=[O:13])[c:14]3[cH:15][c:16]4[cH:17][c:18]([C:23](=[O:24])[N:25]5[CH2:26][CH2:27][C:28]([F:31])([F:32])[CH2:29][CH2:30]5)[n:19]([CH2:36][C:37]#[N:38])[c:20]4[cH:21][cH:22]3)[CH2:10][CH2:11]2)[CH2:2][CH2:3][CH2:4][CH2:5]1.